From a dataset of the Open Reaction Database (ORD), a public repository of structured organic reaction records. describe an organic reaction: reactants, conditions, products, and yield The reactants are FC(C(=O)O)(F)F (Trifluoroacetic acid), FC1=C(C=CC=C1F)[C@@H]1CC[C@H](C=2N(C1)C(=CN2)C(C)(C)O)NC(OC(C)(C)C)=O (tert-butyl [(6S,9R)-6-(2,3-difluorophenyl)-3-(1-hydroxy-1-methylethyl)-6,7,8,9-tetrahydro-5H-imidazo[1,2-a]azepin-9-yl]carbamate), C([O-])(O)=O.[Na+] (sodium bicarbonate). Run in ClCCl (dichloromethane). Run at time 1 hour. The product is N[C@H]1C=2N(C[C@@H](CC1)C1=C(C(=CC=C1)F)F)C(=CN2)C(C)(C)O (2-[(6S,9R)-9-Amino-6-(2,3-difluorophenyl)-6,7,8,9-tetrahydro-5H-imidazo[1,2-a]azepin-3-yl]propan-2-ol). RXN SMILES: FC(F)(F)C(O)=O.[F:8][C:9]1[C:14]([F:15])=[CH:13][CH:12]=[CH:11][C:10]=1[C@H:16]1[CH2:22][N:21]2[C:23]([C:26]([OH:29])([CH3:28])[CH3:27])=[CH:24][N:25]=[C:20]2[C@H:19]([NH:30]C(=O)OC(C)(C)C)[CH2:18][CH2:17]1.C(=O)(O)[O-].[Na+]>ClCCl>[NH2:30][C@@H:19]1[CH2:18][CH2:17][C@@H:16]([C:10]2[CH:11]=[CH:12][CH:13]=[C:14]([F:15])[C:9]=2[F:8])[CH2:22][N:21]2[C:23]([C:26]([OH:29])([CH3:27])[CH3:28])=[CH:24][N:25]=[C:20]12 |f:2.3|. Procedure: Trifluoroacetic acid (2 mL, 26.9 mmol) was added to a solution of tert-butyl [(6S,9R)-6-(2,3-difluorophenyl)-3-(1-hydroxy-1-methylethyl)-6,7,8,9-tetrahydro-5H-imidazo[1,2-a]azepin-9-yl]carbamate (100 mg, 0.24 mmol) in dichloromethane (3 mL). After 1 h, saturated aqueous sodium bicarbonate was added and the mixture was extracted with dichloromethane (3×). The combined organic extracts were washed with saturated brine, dried over magnesium sulfate, filtered and concentrated. MS 322.2 (M+1). Reactants: CCOCC, COC(=O)c1cnc(F)cn1, N, C1CCOC1. Product: COC(=O)c1cnc(N)cn1. As a reaction SMILES: [CH3:18][CH2:19][O:20][CH2:21][CH3:22].[CH3:1][O:2][C:3](=[O:4])[c:5]1[n:6][cH:7][c:8]([F:11])[n:9][cH:10]1.[NH3:12].[O:13]1[CH2:14][CH2:15][CH2:16][CH2:17]1>>[CH3:1][O:2][C:3](=[O:4])[c:5]1[n:6][cH:7][c:8]([NH2:12])[n:9][cH:10]1.